Dataset: the Open Reaction Database (ORD), a public repository of structured organic reaction records. Task: describe an organic reaction: reactants, conditions, products, and yield Reaction SMILES: [CH3:23][S:24](=[O:25])(=[O:26])[OH:27].[OH:1][C:2]12[C:3]3([CH3:22])[CH2:4][CH2:5][C:6](=[O:21])[CH:7]=[C:8]3[CH2:9][CH2:10][CH:11]1[CH:12]1[CH2:13][CH2:14][C:15](=[O:20])[C:16]1([CH3:17])[CH2:18][CH2:19]2>>[C:2]12=[CH:19][CH2:18][C:16]3([CH3:17])[CH:12]([CH:11]1[CH2:10][CH2:9][C:8]1=[CH:7][C:6](=[O:21])[CH2:5][CH2:4][C:3]21[CH3:22])[CH2:13][CH2:14][C:15]3=[O:20]. Yields the product CC12CCC(=O)C=C1CCC1C2=CCC2(C)C(=O)CCC12. The reactants are CS(=O)(=O)O, CC12CCC3(O)C(CCC4=CC(=O)CCC43C)C1CCC2=O. The product is O=C(O)CCc1ccc2c(c1)N(Cc1ccc(C(=O)N3CCCC3)cc1)C(=O)CN(C(=O)c1ccc(Cl)cc1)C2. The reactants are CCO, COC(=O)CCc1ccc2c(c1)N(Cc1ccc(C(=O)N3CCCC3)cc1)C(=O)CN(C(=O)c1ccc(Cl)cc1)C2, [Na+], [OH-]. Reaction SMILES: [CH3:44][CH2:45][OH:46].[Cl:1][c:2]1[cH:3][cH:4][c:5]([C:6](=[O:7])[N:8]2[CH2:9][C:10](=[O:39])[N:11]([CH2:25][c:26]3[cH:27][cH:28][c:29]([C:32](=[O:33])[N:34]4[CH2:35][CH2:36][CH2:37][CH2:38]4)[cH:30][cH:31]3)[c:12]3[c:13]([cH:15][cH:16][c:17]([CH2:19][CH2:20][C:21](=[O:22])[O:23][CH3:24])[cH:18]3)[CH2:14]2)[cH:40][cH:41]1.[Na+:43].[OH-:42]>>[Cl:1][c:2]1[cH:3][cH:4][c:5]([C:6](=[O:7])[N:8]2[CH2:9][C:10](=[O:39])[N:11]([CH2:25][c:26]3[cH:27][cH:28][c:29]([C:32](=[O:33])[N:34]4[CH2:35][CH2:36][CH2:37][CH2:38]4)[cH:30][cH:31]3)[c:12]3[c:13]([cH:15][cH:16][c:17]([CH2:19][CH2:20][C:21](=[O:22])[OH:23])[cH:18]3)[CH2:14]2)[cH:40][cH:41]1. Reactants: CCBr, CCOCC, CSC, [Cl-], [Cu]Br, [Mg], N, [NH4+], C1CCOC1, Cc1ccc(S(=O)(=O)OCC2OC(C)(C)OC2CO)cc1. Product: CCCC1OC(C)(C)OC1CO. RXN SMILES: [CH2:1]([CH3:2])[Br:3].[CH3:29][CH2:30][O:31][CH2:32][CH3:33].[CH3:39][S:40][CH3:41].[Cl-:26].[Cu:42][Br:43].[Mg:4].[NH3:28].[NH4+:27].[O:34]1[CH2:35][CH2:36][CH2:37][CH2:38]1.[c:5]1([CH3:6])[cH:7][cH:8][c:9]([S:10]([O:11][CH2:15][CH:16]2[O:17][C:18]([CH3:23])([CH3:24])[O:19][CH:20]2[CH2:21][OH:22])(=[O:12])=[O:13])[cH:14][cH:25]1>>[CH2:1]([CH3:2])[CH2:15][CH:16]1[O:17][C:18]([CH3:23])([CH3:24])[O:19][CH:20]1[CH2:21][OH:22]. Starting materials: O=C([O-])[O-], COc1cc2ncnc(Cl)c2cc1OCc1ccccc1, Oc1ccc2[nH]ccc2c1F, [K+], [K+], CN(C)C=O. Product: COc1cc2ncnc(Oc3ccc4[nH]ccc4c3F)c2cc1OCc1ccccc1. As a reaction SMILES: [C:33](=[O:34])([O-:35])[O-:36].[CH2:1]([c:2]1[cH:3][cH:4][cH:5][cH:6][cH:7]1)[O:8][c:9]1[cH:10][c:11]2[c:12]([Cl:21])[n:13][cH:14][n:15][c:16]2[cH:17][c:18]1[O:19][CH3:20].[F:22][c:23]1[c:24]2[cH:25][cH:26][nH:27][c:28]2[cH:29][cH:30][c:31]1[OH:32].[K+:37].[K+:38].[O:39]=[CH:40][N:41]([CH3:42])[CH3:43]>>[CH2:1]([c:2]1[cH:3][cH:4][cH:5][cH:6][cH:7]1)[O:8][c:9]1[cH:10][c:11]2[c:12]([O:32][c:31]3[c:23]([F:22])[c:24]4[cH:25][cH:26][nH:27][c:28]4[cH:29][cH:30]3)[n:13][cH:14][n:15][c:16]2[cH:17][c:18]1[O:19][CH3:20]. Yield: 89.7%. Solvent: C(C)O (ethanol). Reagents/catalysts: [Pd] (palladium on charcoal). Product: OC1=C(C(=O)O)C(=CC(=C1)O)CCCCC[C@H](CCC[C@H](C)O)O (2,4-dihydroxy-6-([6R,10S]-6,10-dihydroxyundecyl)benzoic acid). Procedure: A mixture of 6.00 g of compound B from Example II and 6.03 g of 5% palladium on charcoal in 100 mL of ethanol was treated with hydrogen gas at a constant pressure of 50 psi for 5.0 hours at room temperature. The reaction was filtered through celite and concentrated under reduced pressure to provide 3.52 g of crude product. Recrystallization from aqueous ethanol furnished material with the following characteristics: mp 116°-8° C.; IR (KBr) 2993, 2860, 1660, 1540, 1225, 849 cm-1 ; 1H-NMR (DMSO-d6)... As a reaction SMILES: C([O:8][C:9]1[CH:17]=[C:16]([O:18]CC2C=CC=CC=2)[CH:15]=[C:14]([CH2:26][CH2:27][CH2:28][CH2:29][CH2:30][C@@H:31]([OH:38])[CH2:32][CH2:33][CH2:34][C@@H:35]([OH:37])[CH3:36])[C:10]=1[C:11]([OH:13])=[O:12])C1C=CC=CC=1.[H][H]>[Pd].C(O)C>[OH:8][C:9]1[CH:17]=[C:16]([OH:18])[CH:15]=[C:14]([CH2:26][CH2:27][CH2:28][CH2:29][CH2:30][C@@H:31]([OH:38])[CH2:32][CH2:33][CH2:34][C@@H:35]([OH:37])[CH3:36])[C:10]=1[C:11]([OH:13])=[O:12]. Reactants: C(C1=CC=CC=C1)OC1=C(C(=O)O)C(=CC(=C1)OCC1=CC=CC=C1)CCCCC[C@H](CCC[C@H](C)O)O (2,4-dibenzyloxy-6-([6R, 10S]-6,10-dihydroxyundecyl)benzoic acid), [H][H] (hydrogen). Reactants: COC(=O)c1ccc2c(C3CCCCC3)c(-c3ccsc3C=O)n(CC(=O)OC(C)(C)C)c2c1, CC(=O)O, C1CCOC1, CN(C)CCN, CCOC(C)=O. As a reaction SMILES: [C:1]([CH3:2])([CH3:3])([CH3:4])[O:5][C:6]([CH2:7][n:8]1[c:9](-[c:27]2[c:28]([CH:32]=[O:33])[s:29][cH:30][cH:31]2)[c:10]([CH:21]2[CH2:22][CH2:23][CH2:24][CH2:25][CH2:26]2)[c:11]2[cH:12][cH:13][c:14]([C:17](=[O:18])[O:19][CH3:20])[cH:15][c:16]12)=[O:34].[C:41]([OH:42])(=[O:43])[CH3:44].[CH2:45]1[O:46][CH2:47][CH2:48][CH2:49]1.[CH3:35][N:36]([CH2:37][CH2:38][NH2:39])[CH3:40].[CH3:50][CH2:51][O:52][C:53]([CH3:54])=[O:55]>>[C:1]([CH3:2])([CH3:3])([CH3:4])[O:5][C:6]([CH2:7][n:8]1[c:9](-[c:27]2[c:28]([CH2:32][NH:39][CH2:38][CH2:37][N:36]([CH3:35])[CH3:40])[s:29][cH:30][cH:31]2)[c:10]([CH:21]2[CH2:22][CH2:23][CH2:24][CH2:25][CH2:26]2)[c:11]2[cH:12][cH:13][c:14]([C:17](=[O:18])[O:19][CH3:20])[cH:15][c:16]12)=[O:34]. Yields the product COC(=O)c1ccc2c(C3CCCCC3)c(-c3ccsc3CNCCN(C)C)n(CC(=O)OC(C)(C)C)c2c1. The reactants are COC1=CC=C(C=C1)C1=C(OC=2N=CN=C(C21)NC=2C=C(OCC#N)C=CC2)C2=CC=CC=C2 ((3-{[5-(4-methoxyphenyl)-6-phenylfuro[2,3-d]-pyrimidin-4-yl]amino}phenoxy)acetonitrile), C[Si](C)(C)N=[N+]=[N-] (trimethylsilyl azide), C(CCC)[Sn](CCCC)=O (di-n-butyltin oxide). Solvent: C1(=CC=CC=C1)C (toluene). Product: COC1=CC=C(C=C1)C1=C(OC=2N=CN=C(C21)NC2=CC(=CC=C2)OCC2=NN=NN2)C2=CC=CC=C2 (5-(4-Methoxyphenyl)-6-phenyl-N-[3-(1H-tetrazol-5-ylmethoxy)phenyl]furo[2,3-d]pyrimidin-4-amine). Reaction SMILES: [CH3:1][O:2][C:3]1[CH:8]=[CH:7][C:6]([C:9]2[C:17]3[C:16]([NH:18][C:19]4[CH:20]=[C:21]([CH:26]=[CH:27][CH:28]=4)[O:22][CH2:23][C:24]#[N:25])=[N:15][CH:14]=[N:13][C:12]=3[O:11][C:10]=2[C:29]2[CH:34]=[CH:33][CH:32]=[CH:31][CH:30]=2)=[CH:5][CH:4]=1.C[Si]([N:39]=[N+:40]=[N-:41])(C)C.C([Sn](=O)CCCC)CCC>C1(C)C=CC=CC=1>[CH3:1][O:2][C:3]1[CH:4]=[CH:5][C:6]([C:9]2[C:17]3[C:16]([NH:18][C:19]4[CH:28]=[CH:27][CH:26]=[C:21]([O:22][CH2:23][C:24]5[NH:41][N:40]=[N:39][N:25]=5)[CH:20]=4)=[N:15][CH:14]=[N:13][C:12]=3[O:11][C:10]=2[C:29]2[CH:34]=[CH:33][CH:32]=[CH:31][CH:30]=2)=[CH:7][CH:8]=1. Procedure details: Stir a mixture of 100 mg (0.223 mmol) of (3-{[5-(4-methoxyphenyl)-6-phenylfuro[2,3-d]-pyrimidin-4-yl]amino}phenoxy)acetonitrile, 383 mg (3.345 mmol) of trimethylsilyl azide and 83.32 mg (0.334 mmol) of di-n-butyltin oxide in 5 ml of toluene at 80° C. overnight. After cooling, filter off the precipitated solid with suction, wash with toluene and dry at 50° C. under high vacuum overnight. 80.1 mg (73.1% of theory) of the target compound are obtained as a whitish solid.